Dataset: the Open Reaction Database (ORD), a public repository of structured organic reaction records. Task: describe an organic reaction: reactants, conditions, products, and yield Starting materials: ClC=1C=C(C(=CC1C)[N+](=O)[O-])O (3-chloro-4-methyl-6-nitrophenol), [OH-].[Na+] (sodium hydroxide), ClCC=C (3-chloro-1-propene), ice water. Solvent: CS(=O)C (DMSO). Conditions: temperature 190 celsius, time 8 hour. The product is CC1OC2=C(C1)C(=C(C=C2[N+](=O)[O-])C)Cl (2,3-dihydro-2,5-dimethyl-4-chloro-7-nitrobenzofuran). Reaction SMILES: [Cl:1][C:2]1[CH:3]=[C:4]([OH:12])[C:5]([N+:9]([O-:11])=[O:10])=[CH:6][C:7]=1[CH3:8].[OH-].[Na+].Cl[CH2:16][CH:17]=[CH2:18]>CS(C)=O>[CH3:16][CH:17]1[CH2:18][C:3]2[C:2]([Cl:1])=[C:7]([CH3:8])[CH:6]=[C:5]([N+:9]([O-:11])=[O:10])[C:4]=2[O:12]1 |f:1.2|. Procedure: A mixture of 93.4 g of 3B, 750 ml of DMSO, 48 g of 50% aqueous sodium hydroxide and 45.9 g of 3-chloro-1-propene was stirred for 8 hours at 75°-80° C., then for 16 hours at room temperature, was mixed with 3 liters of ice water and the resulting mixture was extracted with methylene chloride. The extract was washed with water, dried (MgSO4) and evaporated to dryness. The residue was placed in a flask purged with nitrogen, in a nitrogen atmosphere was heated slowly to 190° C. (one hour) and held a... The reactants are O=C([O-])[O-], CCC(CCOS(C)(=O)=O)C(F)(F)F, CS(C)=O, Cl, N#CCS(=O)(=O)CCC(F)(F)F, [K+], [K+]. The product is CCC(CCC(C#N)S(=O)(=O)CCC(F)(F)F)C(F)(F)F. Reaction SMILES: [C:27](=[O:28])([O-:29])[O-:30].[CH3:1][S:2]([O:3][CH2:6][CH2:7][CH:8]([CH2:9][CH3:10])[C:11]([F:12])([F:13])[F:14])(=[O:4])=[O:5].[CH3:34][S:35](=[O:36])[CH3:37].[ClH:33].[F:15][C:16]([CH2:17][CH2:18][S:19](=[O:20])(=[O:21])[CH2:22][C:23]#[N:24])([F:25])[F:26].[K+:31].[K+:32]>>[CH2:6]([CH2:7][CH:8]([CH2:9][CH3:10])[C:11]([F:12])([F:13])[F:14])[CH:22]([S:19]([CH2:18][CH2:17][C:16]([F:15])([F:25])[F:26])(=[O:20])=[O:21])[C:23]#[N:24]. Starting materials: CO/N=C(/C1=CSC(=N1)N)\C(=O)N[C@H]2[C@@H]3N(C2=O)C(=C(CS3)CSC(=O)C4=CC=CO4)C(=O)O.Cl (ceftiofur hydrochloride). The solvent is O1CCCC1 (tetrahydrofuran), O (water), O1CCCC1 (tetrahydrofuran). Conditions: time 30 minute. The product is CO/N=C(/C1=CSC(=N1)N)\C(=O)N[C@H]2[C@@H]3N(C2=O)C(=C(CS3)CSC(=O)C4=CC=CO4)C(=O)O (ceftiofur). Yield: 92.6%. RXN SMILES: [CH3:1][O:2]/[N:3]=[C:4](\[C:11]([NH:13][C@@H:14]1[C:17](=[O:18])[N:16]2[C:19]([C:32]([OH:34])=[O:33])=[C:20]([CH2:23][S:24][C:25]([C:27]3[O:31][CH:30]=[CH:29][CH:28]=3)=[O:26])[CH2:21][S:22][C@H:15]12)=[O:12])/[C:5]1[N:9]=[C:8]([NH2:10])[S:7][CH:6]=1.Cl>O1CCCC1.O>[CH3:1][O:2]/[N:3]=[C:4](\[C:11]([NH:13][C@@H:14]1[C:17](=[O:18])[N:16]2[C:19]([C:32]([OH:34])=[O:33])=[C:20]([CH2:23][S:24][C:25]([C:27]3[O:31][CH:30]=[CH:29][CH:28]=3)=[O:26])[CH2:21][S:22][C@H:15]12)=[O:12])/[C:5]1[N:9]=[C:8]([NH2:10])[S:7][CH:6]=1 |f:0.1|. Procedure details: A slurry of 75.12 g of ceftiofur hydrochloride in 375 ml of tetrahydrofuran and 37.5 ml of water is stirred at room temperature for 1 hour. To this slurry is added 37.5 g of polyvinylpyridine resin and 225 ml of tetrahydrofuran. The resulting mixture is stirred at room temperature for 30 minutes and then filtered. The resin is washed with 150 ml of tetrahydrofuran. The filtrate is heated to >45° C. and diluted with 1075 ml of 50° C. water. To this cloudy solution is added 2.25 g of crystalline c... Starting materials: CSc1ccccc1O, Cc1ccc(O)cc1, CSc1ccc(O)cc1. Product: CSc1cc(C)ccc1O. RXN SMILES: [CH3:18][S:19][c:20]1[cH:21][cH:22][cH:23][cH:24][c:25]1[OH:26].[CH3:1][c:2]1[cH:3][cH:4][c:5]([OH:6])[cH:7][cH:8]1.[CH3:9][S:10][c:11]1[cH:12][cH:13][c:14]([OH:15])[cH:16][cH:17]1>>[CH3:1][c:2]1[cH:3][c:4]([S:10][CH3:9])[c:5]([OH:6])[cH:7][cH:8]1. Reactants: O (water), N1=CC=C(C=C1)SCCCCN1C(NC2=CC=CC=C2C1=O)=S (3-[4-(4-pyridylthio)butyl]quinazoline-2 (1H)-thion-4(3H)-one), ClCCCCSC1=CC=NC=C1 (4-(4-chlorobutylthio)pyridine), C1CCC2=NCCCN2CC1 (1,8-diazabicyclo[5.4.0]-7-undecene). Solvent: CN(C=O)C (dimethylformamide). Conditions: temperature 80 celsius, time 16 hour. The product is N1=CC=C(C=C1)SCCCCN1C(N(C(C2=CC=CC=C12)=O)CCCCSC1=CC=NC=C1)=S (1,3-bis[4-(4-pyridylthio)butyl]quinazoline-2(1H)-thion-4(3H)-one). Yield: 0.1%. As a reaction SMILES: [N:1]1[CH:6]=[CH:5][C:4]([S:7][CH2:8][CH2:9][CH2:10][CH2:11][N:12]2[C:21](=[O:22])[C:20]3[C:15](=[CH:16][CH:17]=[CH:18][CH:19]=3)[NH:14][C:13]2=[S:23])=[CH:3][CH:2]=1.Cl[CH2:25][CH2:26][CH2:27][CH2:28][S:29][C:30]1[CH:35]=[CH:34][N:33]=[CH:32][CH:31]=1.C1CCN2C(=NCCC2)CC1.O>CN(C)C=O>[N:33]1[CH:34]=[CH:35][C:30]([S:29][CH2:28][CH2:27][CH2:26][CH2:25][N:14]2[C:15]3[C:20](=[CH:19][CH:18]=[CH:17][CH:16]=3)[C:21](=[O:22])[N:12]([CH2:11][CH2:10][CH2:9][CH2:8][S:7][C:4]3[CH:5]=[CH:6][N:1]=[CH:2][CH:3]=3)[C:13]2=[S:23])=[CH:31][CH:32]=1. Reported procedure: To a solution of 515 mg (1.5 mmol) of 3-[4-(4-pyridylthio)butyl]quinazoline-2 (1H)-thion-4(3H)-one and 332 mg (1.65 mmol) of 4-(4-chlorobutylthio)pyridine in 15 ml of dimethylformamide, 0.25 ml (1.65 mmol) of 1,8-diazabicyclo[5.4.0]-7-undecene was added, and the mixture was stirred at 80° C. for 16 hours. After cooling, water was added to the reaction mixture, and the mixture was extracted with ethyl acetate. The extract was dried and the solvent was distilled off. The residue was purified by fl... Starting materials: Cc1nc(N)nc(-c2cc(C(C)CO[Si](C)(C)C(C)(C)C)cnc2F)n1, C1CCOC1, C[Si](C)(C)[N-][Si](C)(C)C, COc1ncc(N)cc1F, [Na+]. Product: COc1ncc(Nc2ncc(C(C)CO[Si](C)(C)C(C)(C)C)cc2-c2nc(C)nc(N)n2)cc1F. RXN SMILES: [C:11]([CH3:12])([CH3:13])([CH3:14])[Si:15]([O:16][CH2:17][CH:18]([CH3:19])[c:20]1[cH:21][c:22](-[c:27]2[n:28][c:29]([NH2:34])[n:30][c:31]([CH3:33])[n:32]2)[c:23]([F:26])[n:24][cH:25]1)([CH3:35])[CH3:36].[CH2:47]1[O:48][CH2:49][CH2:50][CH2:51]1.[CH3:1][Si:2]([N-:3][Si:4]([CH3:5])([CH3:6])[CH3:7])([CH3:8])[CH3:9].[F:37][c:38]1[cH:39][c:40]([NH2:46])[cH:41][n:42][c:43]1[O:44][CH3:45].[Na+:10]>>[C:11]([CH3:12])([CH3:13])([CH3:14])[Si:15]([O:16][CH2:17][CH:18]([CH3:19])[c:20]1[cH:21][c:22](-[c:27]2[n:28][c:29]([NH2:34])[n:30][c:31]([CH3:33])[n:32]2)[c:23]([NH:46][c:40]2[cH:39][c:38]([F:37])[c:43]([O:44][CH3:45])[n:42][cH:41]2)[n:24][cH:25]1)([CH3:35])[CH3:36]. The reactants are BrC1=CC=C(CN2C(=C(C3=CC(=CC=C23)OC)C=2C=C(C(=O)OC)C=CC2)C)C=C1 (Methyl 3-[1-(4-bromobenzyl)-5-methoxy-2-methyl-1H-indol-3-yl]benzoate), [OH-].[Na+] (NaOH). Run in C(C)O (ethanol). Run at time 16 hour. Yields the product BrC1=CC=C(CN2C(=C(C3=CC(=CC=C23)OC)C=2C=C(C(=O)O)C=CC2)C)C=C1 (3-[1-(4-Bromobenzyl)-5-methoxy-2-methyl-1H-indol-3-yl]benzoic acid). Yield: 81.0%. RXN SMILES: [Br:1][C:2]1[CH:30]=[CH:29][C:5]([CH2:6][N:7]2[C:15]3[C:10](=[CH:11][C:12]([O:16][CH3:17])=[CH:13][CH:14]=3)[C:9]([C:18]3[CH:19]=[C:20]([CH:25]=[CH:26][CH:27]=3)[C:21]([O:23]C)=[O:22])=[C:8]2[CH3:28])=[CH:4][CH:3]=1.[OH-].[Na+]>C(O)C>[Br:1][C:2]1[CH:3]=[CH:4][C:5]([CH2:6][N:7]2[C:15]3[C:10](=[CH:11][C:12]([O:16][CH3:17])=[CH:13][CH:14]=3)[C:9]([C:18]3[CH:19]=[C:20]([CH:25]=[CH:26][CH:27]=3)[C:21]([OH:23])=[O:22])=[C:8]2[CH3:28])=[CH:29][CH:30]=1 |f:1.2|. Procedure details: A mixture of the ester from Step 4 (445 mg, 0.96 mmol) and 2N NaOH (1.5 mL, 3 mmol) in ethanol (10 mL) was heated to reflux for 2 h then it was cooled and kept at 25° C. for 16 h. Ethanol was removed and the residue dissolved in water (20 mL). 1N HCl (5 mL) was added dropwise and under vigorous stirring; the solid was filtered and dried. A swish in Et2O/hexane mixture yielded the pure product (350 mg) Anal. calcd. for C24H20BrNO3 : C, 64.01; H, 4.48; N, 3.11. Found: C, 63.56; H, 4.35; N, 3.12. Reactants: CS(=O)(=O)O, Cc1cc(C)cc(N)c1, CC(=O)O, [Cl-], Cl, O=N[O-], N, [Na+]. Yields the product Cc1cc(C)cc(Cl)c1. As a reaction SMILES: [CH3:10][S:11](=[O:12])(=[O:13])[OH:14].[CH3:1][c:2]1[cH:3][c:4]([NH2:5])[cH:6][c:7]([CH3:9])[cH:8]1.[CH3:21][C:22](=[O:23])[OH:24].[Cl-:19].[ClH:25].[N:15]([O-:16])=[O:17].[NH3:20].[Na+:18]>>[CH3:1][c:2]1[cH:3][c:4]([Cl:19])[cH:6][c:7]([CH3:9])[cH:8]1. Procedure: 5-Bromo-6-morpholino-N-(4-(trifluoromethoxy)phenyl)nicotinamide (Stage 148.1, 60 mg, 0.134 mmol), (6-(hydroxymethyl)pyridin-3-yl)boronic acid (41.1 mg, 0.269 mmol), Pd(PPh3)2Cl2 (9.44 mg, 0.013 mmol) and Na2CO3 (42.8 mg, 0.403 mmol) were added to a MW vial and treated with a mixture of DME (570 μL), water (163 μL) and EtOH (81 μL). The vial was sealed, evacuated/purged with argon and subjected to MW irradiation at 125° C. for 20 min and then at 130° C. for 20 min, diluted with DME (2 mL) and tre... Yields the product OCC1=CC=C(C=N1)C=1C(=NC=C(C1)C(=O)NC1=CC=C(C=C1)OC(F)(F)F)N1CCOCC1 (6′-(Hydroxymethyl)-2-morpholino-N-(4-(trifluoromethoxy)phenyl)-[3,3′-bipyridine]-5-carboxamide). Reaction conditions: time 20 minute. Reaction SMILES: Br[C:2]1[C:3]([N:22]2[CH2:27][CH2:26][O:25][CH2:24][CH2:23]2)=[N:4][CH:5]=[C:6]([CH:21]=1)[C:7]([NH:9][C:10]1[CH:15]=[CH:14][C:13]([O:16][C:17]([F:20])([F:19])[F:18])=[CH:12][CH:11]=1)=[O:8].[OH:28][CH2:29][C:30]1[N:35]=[CH:34][C:33](B(O)O)=[CH:32][CH:31]=1.C([O-])([O-])=O.[Na+].[Na+].COCCOC>Cl[Pd](Cl)([P](C1C=CC=CC=1)(C1C=CC=CC=1)C1C=CC=CC=1)[P](C1C=CC=CC=1)(C1C=CC=CC=1)C1C=CC=CC=1.CCO.O>[OH:28][CH2:29][C:30]1[N:35]=[CH:34][C:33]([C:2]2[C:3]([N:22]3[CH2:23][CH2:24][O:25][CH2:26][CH2:27]3)=[N:4][CH:5]=[C:6]([C:7]([NH:9][C:10]3[CH:15]=[CH:14][C:13]([O:16][C:17]([F:19])([F:20])[F:18])=[CH:12][CH:11]=3)=[O:8])[CH:21]=2)=[CH:32][CH:31]=1 |f:2.3.4,^1:53,72|. The reagents and catalysts are Cl[Pd]([P](C1=CC=CC=C1)(C2=CC=CC=C2)C3=CC=CC=C3)([P](C4=CC=CC=C4)(C5=CC=CC=C5)C6=CC=CC=C6)Cl (Pd(PPh3)2Cl2). Run in CCO (EtOH), O (water). Reactants: COCCOC (DME), Si-Thiol, BrC=1C(=NC=C(C(=O)NC2=CC=C(C=C2)OC(F)(F)F)C1)N1CCOCC1 (5-Bromo-6-morpholino-N-(4-(trifluoromethoxy)phenyl)nicotinamide), OCC1=CC=C(C=N1)B(O)O ((6-(hydroxymethyl)pyridin-3-yl)boronic acid), C(=O)([O-])[O-].[Na+].[Na+] (Na2CO3).